From a dataset of the Open Reaction Database (ORD), a public repository of structured organic reaction records. describe an organic reaction: reactants, conditions, products, and yield Starting materials: CC(C)(C)[O-], [Cl-], COC(=O)c1cc(S(C)(=O)=O)c(OC2CC(F)(F)C2)cc1C, [K+], N=C(N)N, NC(N)=[NH2+], [Na+], O=C([O-])O, CN(C)C=O. Product: Cc1cc(OC2CC(F)(F)C2)c(S(C)(=O)=O)cc1C(=O)NC(=N)N. Reaction SMILES: [CH3:6][C:7]([CH3:8])([O-:9])[CH3:10].[Cl-:1].[F:16][C:17]1([F:37])[CH2:18][CH:19]([O:21][c:22]2[cH:23][c:24]([CH3:36])[c:25]([C:26](=[O:27])[O:28][CH3:29])[cH:30][c:31]2[S:32](=[O:33])(=[O:34])[CH3:35])[CH2:20]1.[K+:11].[NH2:12][C:13](=[NH:14])[NH2:15].[NH2:2][C:3]([NH2:4])=[NH2+:5].[Na+:47].[O-:43][C:44]([OH:45])=[O:46].[O:38]=[CH:39][N:40]([CH3:41])[CH3:42]>>[NH:2]=[C:3]([NH2:4])[NH:5][C:26]([c:25]1[c:24]([CH3:36])[cH:23][c:22]([O:21][CH:19]2[CH2:18][C:17]([F:16])([F:37])[CH2:20]2)[c:31]([S:32](=[O:33])(=[O:34])[CH3:35])[cH:30]1)=[O:27].